Dataset: the Open Reaction Database (ORD), a public repository of structured organic reaction records. Task: describe an organic reaction: reactants, conditions, products, and yield RXN SMILES: [C:33](=[O:34])([O-:35])[O-:36].[CH3:45][N:46]([CH3:47])[CH:48]=[O:49].[CH:39]1([CH2:43][Br:44])[CH2:40][CH2:41][CH2:42]1.[ClH:1].[K+:37].[K+:38].[O:2]1[c:3]2[c:4]([O:31][CH3:32])[cH:5][cH:6][c:7]3[c:16]2[C:15]24[C:10]([O:21][CH2:22][CH2:23][CH2:24][c:25]5[cH:26][cH:27][cH:28][cH:29][cH:30]5)([CH:9]([CH2:8]3)[NH:19][CH2:18][CH2:17]2)[CH2:11][CH2:12][C:13](=[O:20])[CH:14]14>>[ClH:1].[O:2]1[c:3]2[c:4]([O:31][CH3:32])[cH:5][cH:6][c:7]3[c:16]2[C:15]24[C:10]([O:21][CH2:22][CH2:23][CH2:24][c:25]5[cH:26][cH:27][cH:28][cH:29][cH:30]5)([CH:9]([CH2:8]3)[N:19]([CH2:43][CH:39]3[CH2:40][CH2:41][CH2:42]3)[CH2:18][CH2:17]2)[CH2:11][CH2:12][C:13](=[O:20])[CH:14]14. The product is Cl, COc1ccc2c3c1OC1C(=O)CCC4(OCCCc5ccccc5)C(C2)N(CC2CCC2)CCC314. Reactants: O=C([O-])[O-], CN(C)C=O, BrCC1CCC1, Cl, [K+], [K+], COc1ccc2c3c1OC1C(=O)CCC4(OCCCc5ccccc5)C(C2)NCCC314. Reactants: Intermediate 19, BrC=1C=C(C#N)C=CC1F (3-bromo-4-fluorobenzonitrile), C(C)(C)(C)OC(COC1=C(C=C(C=C1)Cl)C#C)=O (tert-butyl(4-chloro-2-ethynylphenoxy)acetate), C(C)(C)(C)OC(COC1=C(C=C(C=C1)Cl)C#C)=O (tert-butyl(4-chloro-2-ethynylphenoxy)acetate). Yields the product C(C)(C)(C)OC(COC1=C(C=C(C=C1)Cl)C#CC1=C(C=CC(=C1)C#N)F)=O (tert-butyl{4-chloro-2-[(5-cyano-2-fluorophenyl)ethynyl]phenoxy}acetate). Reaction SMILES: [C:1]([O:5][C:6](=[O:18])[CH2:7][O:8][C:9]1[CH:14]=[CH:13][C:12]([Cl:15])=[CH:11][C:10]=1[C:16]#[CH:17])([CH3:4])([CH3:3])[CH3:2].Br[C:20]1[CH:21]=[C:22]([CH:25]=[CH:26][C:27]=1[F:28])[C:23]#[N:24]>>[C:1]([O:5][C:6](=[O:18])[CH2:7][O:8][C:9]1[CH:14]=[CH:13][C:12]([Cl:15])=[CH:11][C:10]=1[C:16]#[C:17][C:20]1[CH:21]=[C:22]([C:23]#[N:24])[CH:25]=[CH:26][C:27]=1[F:28])([CH3:4])([CH3:3])[CH3:2]. Procedure: Following the general method as outlined in Intermediate 19, starting from tert-butyl(4-chloro-2-ethynylphenoxy)acetate (Intermediate 3) and 3-bromo-4-fluorobenzonitrile (ABCR), the title compound was obtained as a beige solid after purification by flash column chromatography (silica), eluting with cyclohexane containing increasing amounts of EtOAc The reactants are CCOC(=O)c1cnc2nc(C(=O)O)ccc2c1O, Cl, [K+], [OH-], O. Yields the product O=C(O)c1ccc2c(O)c(C(=O)O)cnc2n1. Reaction SMILES: [CH2:1]([CH3:2])[O:3][C:4](=[O:5])[c:6]1[c:7]([OH:19])[c:8]2[cH:9][cH:10][c:11]([C:16](=[O:17])[OH:18])[n:12][c:13]2[n:14][cH:15]1.[ClH:22].[K+:21].[OH-:20].[OH2:23]>>[O:3]=[C:4]([OH:5])[c:6]1[c:7]([OH:19])[c:8]2[cH:9][cH:10][c:11]([C:16](=[O:17])[OH:18])[n:12][c:13]2[n:14][cH:15]1. The reactants are C1CCNCC1, CCCCN(CCCC)C(=O)c1c(C)n(CCc2ccccc2)c2ccc(O)cc12, CC(=O)O. The product is CCCCN(CCCC)C(=O)c1c(C)n(CCc2ccccc2)c2ccc(O)c(CN3CCCCC3)c12. As a reaction SMILES: [CH2:1]1[CH2:2][CH2:3][NH:4][CH2:5][CH2:6]1.[CH2:7]([CH2:8][CH2:9][CH3:10])[N:11]([C:12](=[O:13])[c:14]1[c:15]([CH3:32])[n:16]([CH2:24][CH2:25][c:26]2[cH:27][cH:28][cH:29][cH:30][cH:31]2)[c:17]2[cH:18][cH:19][c:20]([OH:23])[cH:21][c:22]12)[CH2:33][CH2:34][CH2:35][CH3:36].[CH3:37][C:38](=[O:39])[OH:40]>>[CH2:1]1[CH2:2][CH2:3][N:4]([CH2:37][c:21]2[c:20]([OH:23])[cH:19][cH:18][c:17]3[n:16]([CH2:24][CH2:25][c:26]4[cH:27][cH:28][cH:29][cH:30][cH:31]4)[c:15]([CH3:32])[c:14]([C:12]([N:11]([CH2:7][CH2:8][CH2:9][CH3:10])[CH2:33][CH2:34][CH2:35][CH3:36])=[O:13])[c:22]32)[CH2:5][CH2:6]1. Starting materials: solution, [F-].C(CCC)[N+](CCCC)(CCCC)CCCC (tetrabutylammonium fluoride), O([Si](C1=CC=CC=C1)(C1=CC=CC=C1)C(C)(C)C)CC1(COC(OC1)(C)C)CCN1C(=NC=C1)[N+](=O)[O-] (5-(t-butyldiphenylsiloxymethyl)-2,2-dimethyl-5-[2-(2-nitro-1H-imidazol-1-yl)ethyl]-1,3-dioxane). Solvent: O1CCCC1 (tetrahydrofuran), O1CCCC1 (tetrahydrofuran). Conditions: temperature 25 celsius, time 1 hour. The product is CC1(OCC(CO1)(CCN1C(=NC=C1)[N+](=O)[O-])CO)C (2,2-dimethyl-5-hydroxymethyl-5-[2-(2-nitro-1H-imidazol-1-yl)ethyl]-1,3-dioxane). Yield: 97.7%. As a reaction SMILES: [O:1]([CH2:19][C:20]1([CH2:28][CH2:29][N:30]2[CH:34]=[CH:33][N:32]=[C:31]2[N+:35]([O-:37])=[O:36])[CH2:25][O:24][C:23]([CH3:27])([CH3:26])[O:22][CH2:21]1)[Si](C(C)(C)C)(C1C=CC=CC=1)C1C=CC=CC=1.[F-].C([N+](CCCC)(CCCC)CCCC)CCC>O1CCCC1>[CH3:26][C:23]1([CH3:27])[O:24][CH2:25][C:20]([CH2:19][OH:1])([CH2:28][CH2:29][N:30]2[CH:34]=[CH:33][N:32]=[C:31]2[N+:35]([O-:37])=[O:36])[CH2:21][O:22]1 |f:1.2|. Reported procedure: 46 mg (0.088 mmol equivalents) of 5-(t-butyldiphenylsiloxymethyl)-2,2-dimethyl-5-[2-(2-nitro-1H-imidazol-1-yl)ethyl]-1,3-dioxane was dissolved in 1 mL of tetrahydrofuran, 0.11 mL (1 mol/L solution, 0.11 mmol equivalents) of a solution of tetrabutylammonium fluoride in tetrahydrofuran was added thereto, and the mixture was stirred at room temperature (25° C.) for 1 hour. After completion of the reaction, the solvent was removed by distillation, and the obtained crude product was purified by silic...